This data is from the Open Reaction Database (ORD), a public repository of structured organic reaction records. The task is: describe an organic reaction: reactants, conditions, products, and yield The reactants are OO (hydrogen peroxide), ClC1=CC=C(C=C1)C(C(C)=O)C\C=C\C1=CC2=CC=CC=C2C=C1 ((E)-3-(4-chlorophenyl)-6-(2-naphthyl)-5-hexen-2-one), [OH-].[Na+] (sodium hydroxide), C(C)(CC)[BH-](C(C)CC)C(C)CC.[Li+] (lithium tri-sec-butyl borohydride). Run in O1CCCC1 (tetrahydrofuran), O1CCCC1 (tetrahydrofuran). Product: ClC1=CC=C(C=C1)C(C(C)O)C\C=C\C1=CC2=CC=CC=C2C=C1 ((2RS,3SR,5E)-3-(4-chlorophenyl)-6-(2-naphthyl)-5-hexen-2-ol). Isolated yield 84.4%. Reaction SMILES: [Cl:1][C:2]1[CH:7]=[CH:6][C:5]([CH:8]([CH2:12]/[CH:13]=[CH:14]/[C:15]2[CH:24]=[CH:23][C:22]3[C:17](=[CH:18][CH:19]=[CH:20][CH:21]=3)[CH:16]=2)[C:9](=[O:11])[CH3:10])=[CH:4][CH:3]=1.C([BH-](C(CC)C)C(CC)C)(CC)C.[Li+].[OH-].[Na+].OO>O1CCCC1>[Cl:1][C:2]1[CH:7]=[CH:6][C:5]([CH:8]([CH2:12]/[CH:13]=[CH:14]/[C:15]2[CH:24]=[CH:23][C:22]3[C:17](=[CH:18][CH:19]=[CH:20][CH:21]=3)[CH:16]=2)[CH:9]([OH:11])[CH3:10])=[CH:4][CH:3]=1 |f:1.2,3.4|. Procedure: 4.78 g of (E)-3-(4-chlorophenyl)-6-(2-naphthyl)-5-hexen-2-one was dissolved in 30 ml of tetrahydrofuran, and 14.3 ml of a 1M tetrahydrofuran solution of lithium tri-sec-butyl borohydride was added at -78° C. under cooling with stirring, followed by stirring at the same temperature for 2 hours. To the reaction solution, 10 ml of a 2N sodium hydroxide aqueous solution was added under cooling with ice with stirring, and then, 15 ml of a 30% hydrogen peroxide aqueous solution was gradually dropwise ... The reactants are [Li] (Lithium), liquid, N (ammonia), N1(CCCCC1)CCCC1C(CC2=CC=CC=C12)O (1-(3-piperidinopropyl)-2-indanol), C(C)O (ethanol), N (ammonia). The solvent is CCOCC (ether). Product: N1(CCCCC1)CCCC1C(CC=2CC=CCC12)O (4,7-Dihydro-1 -(3-piperidinopropyl)-2-indanol). Reaction SMILES: [N:1]1([CH2:7][CH2:8][CH2:9][CH:10]2[C:18]3[C:13](=[CH:14][CH:15]=[CH:16][CH:17]=3)[CH2:12][CH:11]2[OH:19])[CH2:6][CH2:5][CH2:4][CH2:3][CH2:2]1.N.[Li].C(O)C>CCOCC>[N:1]1([CH2:7][CH2:8][CH2:9][CH:10]2[C:18]3[CH2:17][CH:16]=[CH:15][CH2:14][C:13]=3[CH2:12][CH:11]2[OH:19])[CH2:2][CH2:3][CH2:4][CH2:5][CH2:6]1 |^1:20|. Procedure: The crude 1-(3-piperidinopropyl)-2-indanol (~0.2 M) is dissolved in 300 ml ether and added to 2 liters liquid ammonia. Lithium ribbon (50 g) is added in small portions over a period of 30 minutes. After stirring 11/2 hours, absolute ethanol is added dropwise until the color is discharged (~1 liter added over a period of 4 hours). The ammonia is allowed to evaporate and the residue is then diluted to 4 liters with water; two ether extracts yield 62 g of crude diene which becomes partially crystal...